From a dataset of the Open Reaction Database (ORD), a public repository of structured organic reaction records. describe an organic reaction: reactants, conditions, products, and yield Reactants: BrC=1C=NC=C(C1C)Br (3,5-dibromo-4-methylpyridine), BrC=1C=NC=C(C1C)Br (3,5-dibromo-4-methylpyridine), C(CCC)[Li] (n-butyllithium), C(=O)=O (dry ice), O (Water). Run in C1CCOC1 (THF), CCCCCC (hexane). Run at time 15 minute. Yields the product BrC=1C=NC=C(C(=O)O)C1C (5-Bromo-4-methylnicotinic acid). As a reaction SMILES: Br[C:2]1[CH:3]=[N:4][CH:5]=[C:6]([Br:9])[C:7]=1[CH3:8].C([Li])CCC.[C:15](=[O:17])=[O:16].O>C1COCC1.CCCCCC>[Br:9][C:6]1[CH:5]=[N:4][CH:3]=[C:2]([C:7]=1[CH3:8])[C:15]([OH:17])=[O:16]. Reported procedure: Under argon, a solution of 3,5-dibromo-4-methylpyridine (intermediate 10.1, 2.51 g, 10 mmol) in anhydrous THF (100 ml) is reacted at a temperature of −100° C. with a solution of n-butyllithium in hexane (1.6N, 6.5 ml). The reaction mixture is stirred for 15 min and then dry ice is added. The temperature is kept for 15 min at −85° C., for 1 h 30 min at −78° C. and for 2 h at room temperature. Water is added. The solvents are evaporated under vacuum and the residue is purified, eluting on diol gra... Procedure: In analogy to the procedure described in example 10 d], [rac]-2-ethoxy-3-(4-{2-[2-(4-methoxy-phenyl)-5-methyl-thiazol-4-yl]-ethoxy}-2-methyl-phenyl)-propionic acid ethyl ester was treated with LiOH to obtain [rac]-2-ethoxy-3-(4-{2-[2-(4-methoxy-phenyl)-5-methyl-thiazol-4-yl]-ethoxy}-2-methyl-phenyl)-propionic acid as colorless oil. As a reaction SMILES: C([O:3][C:4](=[O:34])[CH:5]([O:31][CH2:32][CH3:33])[CH2:6][C:7]1[CH:12]=[CH:11][C:10]([O:13][CH2:14][CH2:15][C:16]2[N:17]=[C:18]([C:22]3[CH:27]=[CH:26][C:25]([O:28][CH3:29])=[CH:24][CH:23]=3)[S:19][C:20]=2[CH3:21])=[CH:9][C:8]=1[CH3:30])C.[Li+].[OH-]>>[CH2:32]([O:31][CH:5]([CH2:6][C:7]1[CH:12]=[CH:11][C:10]([O:13][CH2:14][CH2:15][C:16]2[N:17]=[C:18]([C:22]3[CH:23]=[CH:24][C:25]([O:28][CH3:29])=[CH:26][CH:27]=3)[S:19][C:20]=2[CH3:21])=[CH:9][C:8]=1[CH3:30])[C:4]([OH:34])=[O:3])[CH3:33] |f:1.2|. Product: C(C)OC(C(=O)O)CC1=C(C=C(C=C1)OCCC=1N=C(SC1C)C1=CC=C(C=C1)OC)C ([rac]-2-ethoxy-3-(4-{2-[2-(4-methoxy-phenyl)-5-methyl-thiazol-4-yl]-ethoxy}-2-methyl-phenyl)-propionic acid). The reactants are C(C)OC(C(CC1=C(C=C(C=C1)OCCC=1N=C(SC1C)C1=CC=C(C=C1)OC)C)OCC)=O ([rac]-2-ethoxy-3-(4-{2-[2-(4-methoxy-phenyl)-5-methyl-thiazol-4-yl]-ethoxy}-2-methyl-phenyl)-propionic acid ethyl ester), [Li+].[OH-] (LiOH). The reactants are C(C)#N (Acetonitrile), C1(=CC=CC=C1)P(C1=CC=CC=C1)C1=CC=CC=C1 (triphenylphosphine), BrCCCC(C(=O)O)(F)F (5-Bromo-2,2-difluoropentanoic acid), compound. Run in C1(=CC=CC=C1)C (Toluene). Reaction conditions: temperature 5 celsius, time 30 hour. The product is [Br-].C(=O)(O)C(CCC[P+](C1=CC=CC=C1)(C1=CC=CC=C1)C1=CC=CC=C1)(F)F ((4-Carboxy-4,4-difluorobutyl)triphenylphosphonium bromide). Yield: 96.5%. RXN SMILES: C(#N)C.[C:4]1([P:10]([C:17]2[CH:22]=[CH:21][CH:20]=[CH:19][CH:18]=2)[C:11]2[CH:16]=[CH:15][CH:14]=[CH:13][CH:12]=2)[CH:9]=[CH:8][CH:7]=[CH:6][CH:5]=1.[Br:23][CH2:24][CH2:25][CH2:26][C:27]([F:32])([F:31])[C:28]([OH:30])=[O:29]>C1(C)C=CC=CC=1>[Br-:23].[C:28]([C:27]([F:32])([F:31])[CH2:26][CH2:25][CH2:24][P+:10]([C:4]1[CH:5]=[CH:6][CH:7]=[CH:8][CH:9]=1)([C:11]1[CH:16]=[CH:15][CH:14]=[CH:13][CH:12]=1)[C:17]1[CH:18]=[CH:19][CH:20]=[CH:21][CH:22]=1)([OH:30])=[O:29] |f:4.5|. Reported procedure: Acetonitrile (23 ml) was added to a mixture of triphenylphosphine (6.7 g, 25.7 mmole) and Part (6) compound (4.6 g, 21.2 mmole). The solution was heated at gentle reflux under magnetic stirring for 30 hours. Toluene (46 ml) was then added and the reaction was brought to reflux for a brief period. The reaction was allowed to cool to 5° C. and kept overnight. The resulting white precipitates were collected, washed with cold acetonitrile/toluene (1/2), and dried in a heated vacuum oven (60° C.~5 mm... Starting materials: II (iodine), [I-].C[N+]=1N(C(=CC1C1=CC=CC=C1)C1=CC=CC=C1)C (1,2-dimethyl-3,5-diphenylpyrazolium iodide). Run in C(C)O (ethanol). Product: [I-].[I-].[I-].C[N+]=1N(C(=CC1C1=CC=CC=C1)C1=CC=CC=C1)C.C[N+]=1N(C(=CC1C1=CC=CC=C1)C1=CC=CC=C1)C.C[N+]=1N(C(=CC1C1=CC=CC=C1)C1=CC=CC=C1)C (1,2-Dimethyl-3,5-diphenylpyrazolium triiodide). As a reaction SMILES: [I-:1].[CH3:2][N+:3]1[N:4]([CH3:20])[C:5]([C:14]2[CH:19]=[CH:18][CH:17]=[CH:16][CH:15]=2)=[CH:6][C:7]=1[C:8]1[CH:13]=[CH:12][CH:11]=[CH:10][CH:9]=1.II>C(O)C>[I-:1].[I-:1].[I-:1].[CH3:20][N+:4]1[N:3]([CH3:2])[C:7]([C:8]2[CH:13]=[CH:12][CH:11]=[CH:10][CH:9]=2)=[CH:6][C:5]=1[C:14]1[CH:19]=[CH:18][CH:17]=[CH:16][CH:15]=1.[CH3:20][N+:4]1[N:3]([CH3:2])[C:7]([C:8]2[CH:13]=[CH:12][CH:11]=[CH:10][CH:9]=2)=[CH:6][C:5]=1[C:14]1[CH:19]=[CH:18][CH:17]=[CH:16][CH:15]=1.[CH3:20][N+:4]1[N:3]([CH3:2])[C:7]([C:8]2[CH:13]=[CH:12][CH:11]=[CH:10][CH:9]=2)=[CH:6][C:5]=1[C:14]1[CH:19]=[CH:18][CH:17]=[CH:16][CH:15]=1 |f:0.1,4.5.6.7.8.9|. Procedure details: To a solution of 2.0 grams (0.0053 moles) of 1,2-dimethyl-3,5-diphenylpyrazolium iodide in 100 ml. of aqueous ethanol (1:1) was added 1.34 grams (0.0053 moles) of iodine. The reaction mixture was allowed to sit with the resultant formation of a red precipitate. The reactants are OO (Hydrogen peroxide), white crystals, C(C)(C)(C)SC=1C(OC(=CC1O)C)=O (3-tert.-butylthio-4-hydroxy-6-methyl-2-pyrone), ice water. Run in C(C)(=O)O (acetic acid). Conditions: time 66 hour. The product is C(C)(C)(C)S(=O)C=1C(OC(=CC1O)C)=O (3-tert.-Butylsulfinyl-4-hydroxy-6-methyl-2-pyrone). RXN SMILES: [OH:1]O.[C:3]([S:7][C:8]1[C:9](=[O:16])[O:10][C:11]([CH3:15])=[CH:12][C:13]=1[OH:14])([CH3:6])([CH3:5])[CH3:4]>C(O)(=O)C>[C:3]([S:7]([C:8]1[C:9](=[O:16])[O:10][C:11]([CH3:15])=[CH:12][C:13]=1[OH:14])=[O:1])([CH3:6])([CH3:4])[CH3:5]. Reported procedure: Hydrogen peroxide (30%, 5.29 g., 0.467 mole) was added in one portion to a solution of 10.0 g. (0.0467 mole) of 3-tert.-butylthio-4-hydroxy-6-methyl-2-pyrone in 85 ml. of glacial acetic acid. The solution was allowed to stand at room temperature for 66 hours and then was poured into ice water, resulting in the precipitation of the pure product as 8.9 g. (83 percent) of white crystals, m.p. 119°C. Reactants: NC=1C=NC=CC1O (3-amino-4-hydroxypyridine), ClC(C(=O)OCC)C(=O)C (ethyl 2-chloroacetoacetate). The solvent is C(C)O (ethanol), N1=CC=CC=C1 (pyridine). The product is O1C2=C(N=CC1)C=NC=C2 (pyrido[4,3-b][1,4]oxazine). Reaction SMILES: [NH2:1][C:2]1[CH:3]=[N:4][CH:5]=[CH:6][C:7]=1[OH:8].Cl[CH:10](C(C)=O)[C:11](OCC)=O>C(O)C.N1C=CC=CC=1>[O:8]1[CH2:11][CH:10]=[N:1][C:2]2[CH:3]=[N:4][CH:5]=[CH:6][C:7]1=2. Procedure details: The reaction of 3-amino-4-hydroxypyridine with ethyl 2-chloroacetoacetate in a mixture of ethanol and pyridine to give a pyrido[4,3-b][1,4]oxazine is the only example reported for the formation of this ring system [Takahashi, T. and Yoneda, F., Chem. Pharm. Bull (Japan), 1955, 3, 331]. In contrast, several groups have investigated the preparation and evaluation of pyrimido[4,5-b][1,4]oxazines as potential antifolates [Elion, G. B. and Hitchings, G. H., J. Amer. Chem. Soc., 1952, 74, 3877; Dunn, ... The reactants are Cc1cc(C)c(CNC(=O)c2cc(Br)cc(N(CC(F)F)C3CCOCC3)c2C)c(=O)[nH]1, O=C([O-])[O-], CC1(C)OB(c2ccc(CN3CCOCC3)cc2)OC1(C)C, [Na+], [Na+], C1COCCO1, O, [Pd], c1ccc(P(c2ccccc2)c2ccccc2)cc1. The product is Cc1cc(C)c(CNC(=O)c2cc(-c3ccc(CN4CCOCC4)cc3)cc(N(CC(F)F)C3CCOCC3)c2C)c(=O)[nH]1. Reaction SMILES: [Br:1][c:2]1[cH:3][c:4]([N:22]([CH:23]2[CH2:24][CH2:25][O:26][CH2:27][CH2:28]2)[CH2:29][CH:30]([F:31])[F:32])[c:5]([CH3:21])[c:6]([C:7](=[O:8])[NH:9][CH2:10][c:11]2[c:12](=[O:19])[nH:13][c:14]([CH3:18])[cH:15][c:16]2[CH3:17])[cH:20]1.[C:55](=[O:56])([O-:57])[O-:58].[CH3:33][C:34]1([CH3:35])[C:36]([CH3:37])([CH3:38])[O:39][B:40]([c:41]2[cH:42][cH:43][c:44]([CH2:45][N:46]3[CH2:47][CH2:48][O:49][CH2:50][CH2:51]3)[cH:52][cH:53]2)[O:54]1.[Na+:59].[Na+:60].[O:61]1[CH2:62][CH2:63][O:64][CH2:65][CH2:66]1.[OH2:67].[Pd:87].[c:68]1([P:69]([c:70]2[cH:71][cH:72][cH:73][cH:74][cH:75]2)[c:76]2[cH:77][cH:78][cH:79][cH:80][cH:81]2)[cH:82][cH:83][cH:84][cH:85][cH:86]1>>[c:2]1(-[c:41]2[cH:42][cH:43][c:44]([CH2:45][N:46]3[CH2:47][CH2:48][O:49][CH2:50][CH2:51]3)[cH:52][cH:53]2)[cH:3][c:4]([N:22]([CH:23]2[CH2:24][CH2:25][O:26][CH2:27][CH2:28]2)[CH2:29][CH:30]([F:31])[F:32])[c:5]([CH3:21])[c:6]([C:7](=[O:8])[NH:9][CH2:10][c:11]2[c:12](=[O:19])[nH:13][c:14]([CH3:18])[cH:15][c:16]2[CH3:17])[cH:20]1. Starting materials: C(C(C)C)C1=CC2=C(N=CN=C2NC2CCNCC2)S1 (6-isobutyl-N-(piperidin-4-yl)thieno[2,3-d]pyrimidin-4-amine), CS(=O)(=O)OC(C)C1=C(C=C(C=C1F)F)F (1-(2,4,6-trifluorophenyl)ethyl methanesulfonate), 9q. Yields the product FC1=C(C(=CC(=C1)F)F)C(C)N1CCC(CC1)NC=1C2=C(N=CN1)SC(=C2)CC(C)C (N-(1-(1-(2,4,6-Trifluorophenyl)ethyl)piperidin-4-yl)-6-isobutylthieno[2,3-d]pyrimidin-4-amine). RXN SMILES: [CH2:1]([C:5]1[S:20][C:8]2[N:9]=[CH:10][N:11]=[C:12]([NH:13][CH:14]3[CH2:19][CH2:18][NH:17][CH2:16][CH2:15]3)[C:7]=2[CH:6]=1)[CH:2]([CH3:4])[CH3:3].CS(O[CH:26]([C:28]1[C:33]([F:34])=[CH:32][C:31]([F:35])=[CH:30][C:29]=1[F:36])[CH3:27])(=O)=O>>[F:34][C:33]1[CH:32]=[C:31]([F:35])[CH:30]=[C:29]([F:36])[C:28]=1[CH:26]([N:17]1[CH2:18][CH2:19][CH:14]([NH:13][C:12]2[C:7]3[CH:6]=[C:5]([CH2:1][CH:2]([CH3:4])[CH3:3])[S:20][C:8]=3[N:9]=[CH:10][N:11]=2)[CH2:15][CH2:16]1)[CH3:27]. Procedure: The title compound was prepared (110 mg, 55%) from 6-isobutyl-N-(piperidin-4-yl)thieno[2,3-d]pyrimidin-4-amine (130 mg, 0.45 mmol) and 1-(2,4,6-trifluorophenyl)ethyl methanesulfonate (228 mg, 0.9 mmol) by following the general procedure described for Preparation 12. 1H NMR (400 MHz, CDCl3): δ 8.40 (s, 1H), 6.75 (s, 1H), 6.65 (m, 2H), 4.95 (d, 1H), 4.15 9q, 1H), 4.05 (m, 1H), 3.00 (m, 2H), 2.70 (d, 2H), 2.20 (m, 1H), 2.10 (m, 2H), 1.90 (m, 1H), 1.55 (d, 3H), 1.25-1.65 (m, 2H), 0.95 (d, 6H). MS (E...